From a dataset of the Open Reaction Database (ORD), a public repository of structured organic reaction records. describe an organic reaction: reactants, conditions, products, and yield The reactants are Cl (hydrochloric acid), ice water, C1(=CC=CC=C1)[C@@H]1NC(O[C@@H]1C1=CC=CC=C1)=O (4,5-cis-Diphenyl-2-oxooxazolidine), [H-].[Na+] (sodium hydride), BrCC(=O)OCC (ethyl bromoacetate). The solvent is O1CCCC1 (tetrahydrofuran). Run at time 4 hour. Product: C1(=CC=CC=C1)[C@@H]1N(C(O[C@@H]1C1=CC=CC=C1)=O)CC(=O)OCC (Ethyl (4,5-cis-diphenyl-2-oxo-3-oxazolidinyl)acetate). Yield: 61.5%. As a reaction SMILES: [C:1]1([C@H:7]2[C@@H:11]([C:12]3[CH:17]=[CH:16][CH:15]=[CH:14][CH:13]=3)[O:10][C:9](=[O:18])[NH:8]2)[CH:6]=[CH:5][CH:4]=[CH:3][CH:2]=1.[H-].[Na+].Br[CH2:22][C:23]([O:25][CH2:26][CH3:27])=[O:24].Cl>O1CCCC1>[C:1]1([C@H:7]2[C@@H:11]([C:12]3[CH:13]=[CH:14][CH:15]=[CH:16][CH:17]=3)[O:10][C:9](=[O:18])[N:8]2[CH2:22][C:23]([O:25][CH2:26][CH3:27])=[O:24])[CH:2]=[CH:3][CH:4]=[CH:5][CH:6]=1 |f:1.2|. Procedure details: 4,5-cis-Diphenyl-2-oxooxazolidine (48.6 g, 203 mmol) was suspended in tetrahydrofuran (330 ml) and, under ice-cooling, sodium hydride (8.12 g, 203 mmol) was added carefully. Thereafter, ethyl bromoacetate (33.9 g, 203 mmol) was added dropwise. The mixture was stirred at room temperature for 4 hours, poured into a mixture of a 10-fold dilution of conc. hydrochloric acid (60 ml) and ice-water (50 ml) and extracted twice with ethyl acetate. The extract was washed with saturated aqueous sodium chlor... Reactants: BrC1=C(C=CC=C1)S(=O)(=O)Cl (2-bromobenzenesulfonyl chloride), [H-].[Na+] (NaH), C1(=CC=CC=C1)C=1OC=C2C1NC=1C=CC=CC21 (3-phenyl-4H-furo[3,4-b]indole), C1COCCOCCOCCOCCO1 (15-crown-5). Solvent: C1CCOC1 (THF), C1CCOC1 (THF), C1CCOC1 (THF). Conditions: time 1 hour. Product: BrC1=C(C=CC=C1)S(=O)(=O)N1C=2C(C=3C=CC=CC13)=COC2C2=CC=CC=C2 (4-(2-Bromobenzenesulfonyl)-3-phenyl-4H-furo[3,4-b]indole). As a reaction SMILES: [H-].[Na+].[C:3]1([C:9]2[O:10][CH:11]=[C:12]3[C:20]4[CH:19]=[CH:18][CH:17]=[CH:16][C:15]=4[NH:14][C:13]=23)[CH:8]=[CH:7][CH:6]=[CH:5][CH:4]=1.C1OCCOCCOCCOCCOC1.[Br:36][C:37]1[CH:42]=[CH:41][CH:40]=[CH:39][C:38]=1[S:43](Cl)(=[O:45])=[O:44]>C1COCC1>[Br:36][C:37]1[CH:42]=[CH:41][CH:40]=[CH:39][C:38]=1[S:43]([N:14]1[C:15]2[CH:16]=[CH:17][CH:18]=[CH:19][C:20]=2[C:12]2=[CH:11][O:10][C:9]([C:3]3[CH:4]=[CH:5][CH:6]=[CH:7][CH:8]=3)=[C:13]12)(=[O:45])=[O:44] |f:0.1|. Reported procedure: 2.1 g (52.5 mmol) of NaH (60% in mineral oil) are dissolved in 500 ml of THF under a protective-gas atmosphere. 11.5 g (50 mmol) of 3-phenyl-4H-furo[3,4-b]indole and 11.5 g (52.5 mmol) of 15-crown-5 dissolved in 200 ml of THF are added. After 1 h at room temperature, a solution of 12.7 g (55 mmol) of 2-bromobenzenesulfonyl chloride in 250 ml of THF is added dropwise. The reaction mixture is stirred at room temperature for 18 h. After this time, the reaction mixture is poured onto ice and extract... Reactants: example 6 ( 1 ), CC1=C2C(N(C(C2=CC=C1)=O)CC(C(=O)OC)C1(OCCO1)C)=O (methyl 3-(4-methyl-1,3-dioxo-1,3-dihydro-isoindol-2-yl)-2-(2-methyl-[1,3]dioxolan-2-yl)propionate), O.C1(=CC=C(C=C1)S(=O)(=O)O)C (p-toluenesulfonic acid monohydrate). Yields the product CC1=C2C(N(C(C2=CC=C1)=O)CC(C(=O)OC)C(C)=O)=O (Methyl 2-(4-methyl-1,3-dioxo-1,3-dihydro-isoindol-2-ylmethyl)-3-oxo-butyrate). RXN SMILES: [CH3:1][C:2]1[CH:10]=[CH:9][CH:8]=[C:7]2[C:3]=1[C:4](=[O:24])[N:5]([CH2:12][CH:13]([C:18]1([CH3:23])OCC[O:19]1)[C:14]([O:16][CH3:17])=[O:15])[C:6]2=[O:11].O.C1(C)C=CC(S(O)(=O)=O)=CC=1>>[CH3:1][C:2]1[CH:10]=[CH:9][CH:8]=[C:7]2[C:3]=1[C:4](=[O:24])[N:5]([CH2:12][CH:13]([C:18](=[O:19])[CH3:23])[C:14]([O:16][CH3:17])=[O:15])[C:6]2=[O:11] |f:1.2|. Procedure details: Methyl 2-(4-methyl-1,3-dioxo-1,3-dihydro-isoindol-2-ylmethyl)-3-oxo-butyrate was prepared (117 mg, 31%) in the same manner as described in the above example 6 (1) from methyl 3-(4-methyl-1,3-dioxo-1,3-dihydro-isoindol-2-yl)-2-(2-methyl-[1,3]dioxolan-2-yl)propionate (0.37 g, 1.31 mmol) and p-toluenesulfonic acid monohydrate (51 mg), and the obtained product was identified with the following NMR data. Reactants: [BH3-]C#N, C1CNCCN1, CCO, COc1ccc(F)c(C=O)c1, [Na+]. The product is COc1ccc(F)c(CN2CCNCC2)c1. Reaction SMILES: [C:18]([BH3-:19])#[N:20].[CH2:12]1[CH2:13][NH:14][CH2:15][CH2:16][NH:17]1.[CH3:22][CH2:23][OH:24].[CH:1](=[O:2])[c:3]1[c:4]([F:11])[cH:5][cH:6][c:7]([O:9][CH3:10])[cH:8]1.[Na+:21]>>[CH2:1]([c:3]1[c:4]([F:11])[cH:5][cH:6][c:7]([O:9][CH3:10])[cH:8]1)[N:14]1[CH2:13][CH2:12][NH:17][CH2:16][CH2:15]1.